This data is from the Open Reaction Database (ORD), a public repository of structured organic reaction records. The task is: describe an organic reaction: reactants, conditions, products, and yield The reactants are CS(=O)(=O)c1ccc(Br)s1, CC1CCCN1CC1CCCN1C(=O)c1ccc(B2OC(C)(C)C(C)(C)O2)cc1F. Yields the product CC1CCCN1CC1CCCN1C(=O)c1ccc(-c2ccc(S(C)(=O)=O)s2)cc1F. RXN SMILES: [Br:31][c:32]1[s:33][c:34]([S:37](=[O:38])(=[O:39])[CH3:40])[cH:35][cH:36]1.[F:1][c:2]1[c:3]([C:17](=[O:18])[N:19]2[CH:20]([CH2:24][N:25]3[CH:26]([CH3:30])[CH2:27][CH2:28][CH2:29]3)[CH2:21][CH2:22][CH2:23]2)[cH:4][cH:5][c:6]([B:8]2[O:9][C:10]([CH3:11])([CH3:12])[C:13]([CH3:14])([CH3:15])[O:16]2)[cH:7]1>>[F:1][c:2]1[c:3]([C:17](=[O:18])[N:19]2[CH:20]([CH2:24][N:25]3[CH:26]([CH3:30])[CH2:27][CH2:28][CH2:29]3)[CH2:21][CH2:22][CH2:23]2)[cH:4][cH:5][c:6](-[c:32]2[s:33][c:34]([S:37](=[O:38])(=[O:39])[CH3:40])[cH:35][cH:36]2)[cH:7]1.